Task: describe an organic reaction: reactants, conditions, products, and yield. Dataset: the Open Reaction Database (ORD), a public repository of structured organic reaction records RXN SMILES: [CH2:35]([Cl:36])[Cl:37].[Cl:1][c:2]1[cH:3][c:4]2[c:5]([cH:22][cH:23]1)-[c:6]1[c:7]([cH:18][n:19][cH:20][n:21]1)[CH2:8][N:9]=[C:10]2[c:11]1[c:12]([Cl:17])[cH:13][cH:14][cH:15][cH:16]1.[Cl:24][c:25]1[cH:26][cH:27][cH:28][c:29]([C:30]([O:31][OH:33])=[O:32])[cH:34]1>>[Cl:1][c:2]1[cH:3][c:4]2[c:5]([cH:22][cH:23]1)-[c:6]1[c:7]([cH:18][n:19][cH:20][n:21]1)[CH2:8][N+:9]([O-:32])=[C:10]2[c:11]1[c:12]([Cl:17])[cH:13][cH:14][cH:15][cH:16]1. Yields the product [O-][N+]1=C(c2ccccc2Cl)c2cc(Cl)ccc2-c2ncncc2C1. The reactants are ClCCl, Clc1ccc2c(c1)C(c1ccccc1Cl)=NCc1cncnc1-2, O=C(OO)c1cccc(Cl)c1. The reactants are ClC1=CC(CC(C1)(C)C)=O (3-chloro-5,5-dimethylcyclohex-2-enone), [I-].[K+] (potassium iodide). The reagents and catalysts are [Zn] (zinc). Solvent: CO (methanol). Reaction conditions: time 18 hour. Yields the product CC1(CC=CC(C1)=O)C (5,5-Dimethylcyclohex-2-enone). Reaction SMILES: Cl[C:2]1[CH2:7][C:6]([CH3:9])([CH3:8])[CH2:5][C:4](=[O:10])[CH:3]=1.[I-].[K+]>CO.[Zn]>[CH3:8][C:6]1([CH3:9])[CH2:5][C:4](=[O:10])[CH:3]=[CH:2][CH2:7]1 |f:1.2|. Reported procedure: Activated zinc dust (15.0 g) was added to a stirred solution of 3-chloro-5,5-dimethylcyclohex-2-enone (9.0 g) and potassium iodide (7.5 g) in methanol (50 ml). After stirring for a period of 18 hours the mixture was filtered and the filtrate concentrated by evaporation under reduced pressure. The residue was mixed with dilute (8% w/v) hydrochloric acid and extracted with diethyl ether (2 × 100 ml). The combined ethereal extracts were washed with water and dried over anhydrous magnesium sulphate.... Starting materials: Cc1cnc(CO[Si](C)(C)C(C)(C)C)cc1Br, [Li]CCCC, CCOCC, CCCCCC, O=Cc1cc(F)ccc1F, O. Product: Cc1cnc(CO[Si](C)(C)C(C)(C)C)cc1C(O)c1cc(F)ccc1F. As a reaction SMILES: [Br:12][c:13]1[cH:14][c:15]([CH2:20][O:21][Si:22]([CH3:23])([CH3:24])[C:25]([CH3:26])([CH3:27])[CH3:28])[n:16][cH:17][c:18]1[CH3:19].[CH2:1]([Li:2])[CH2:3][CH2:4][CH3:5].[CH3:40][CH2:41][O:42][CH2:43][CH3:44].[CH3:6][CH2:7][CH2:8][CH2:9][CH2:10][CH3:11].[F:29][c:30]1[c:31]([CH:32]=[O:33])[cH:34][c:35]([F:38])[cH:36][cH:37]1.[OH2:39]>>[c:13]1([CH:32]([c:31]2[c:30]([F:29])[cH:37][cH:36][c:35]([F:38])[cH:34]2)[OH:33])[cH:14][c:15]([CH2:20][O:21][Si:22]([CH3:23])([CH3:24])[C:25]([CH3:26])([CH3:27])[CH3:28])[n:16][cH:17][c:18]1[CH3:19]. Reactants: ClC=1N=NC(=CC1)C1=CC=NC=C1 (3-chloro-6-(pyridin-4-yl)-pyridazine), N1(CCCC1)C1CCNCC1 (4-(1-pyrrolidinyl)piperidine). The product is N1=CC=C(C=C1)C=1N=NC(=CC1)N1CCC(CC1)N1CCCC1 (3-(Pyridin-4-yl)-6-[(4-pyrrolidin-1-yl)piperidin-1-yl]pyridazine). Reaction SMILES: Cl[C:2]1[N:3]=[N:4][C:5]([C:8]2[CH:13]=[CH:12][N:11]=[CH:10][CH:9]=2)=[CH:6][CH:7]=1.[N:14]1([CH:19]2[CH2:24][CH2:23][NH:22][CH2:21][CH2:20]2)[CH2:18][CH2:17][CH2:16][CH2:15]1>>[N:11]1[CH:12]=[CH:13][C:8]([C:5]2[N:4]=[N:3][C:2]([N:22]3[CH2:23][CH2:24][CH:19]([N:14]4[CH2:18][CH2:17][CH2:16][CH2:15]4)[CH2:20][CH2:21]3)=[CH:7][CH:6]=2)=[CH:9][CH:10]=1. Procedure: The title compound was prepared by a similar procedure to that described in Example 1, starting from 3-chloro-6-(pyridin-4-yl)-pyridazine and 4-(1-pyrrolidinyl)piperidine. 1H NMR (400 MHz, CDCl3) δ 8.69 (d, 2H), 7.90 (d, 2H), 7.67 (d, 1H), 7.01 (d, 1H), 4.47 (d, 2H), 3.12 (m, 2H), 2.67 (s, 4H), 2.40 (m, 1H), 2.07 (d, 2H), 1.83 (s, 4H), 1.67 (m, 2H).